This data is from the Open Reaction Database (ORD), a public repository of structured organic reaction records. The task is: describe an organic reaction: reactants, conditions, products, and yield Reactants: O (Water), ClC1=CC=C(C=C1)O (4-chlorophenol), [H-].[Na+] (sodium hydride), [N+](=O)([O-])C1=CC=C(O1)C=O (5-Nitrofuran-2-carbaldehyde). Run in C(C)(=O)OCC (ethyl acetate), C(C)(=O)OCC (ethyl acetate), CCCCCC (hexane), CS(=O)C (dimethylsulfoxide). Conditions: time 10 minute. The product is ClC1=CC=C(OC2=CC=C(O2)C=O)C=C1 (5-(4-Chloro-phenoxy)-furan-2-carbaldehyde). Isolated yield 53.2%. Reaction SMILES: [Cl:1][C:2]1[CH:7]=[CH:6][C:5]([OH:8])=[CH:4][CH:3]=1.[H-].[Na+].[N+]([C:14]1[O:18][C:17]([CH:19]=[O:20])=[CH:16][CH:15]=1)([O-])=O.O>CS(C)=O.C(OCC)(=O)C.CCCCCC>[Cl:1][C:2]1[CH:7]=[CH:6][C:5]([O:8][C:14]2[O:18][C:17]([CH:19]=[O:20])=[CH:16][CH:15]=2)=[CH:4][CH:3]=1 |f:1.2|. Reported procedure: To a solution of 4-chlorophenol (4.4 g, 33.6 mmol) in dimethylsulfoxide (30 mL) was added sodium hydride (1.34 g, 33.6 mmol, 60% in oil), and the solution was stirred at room temperature for 10 minutes. 5-Nitrofuran-2-carbaldehyde (4.0 g, 28 mmol) was added to this reaction solution, and the solution was stirred at room temperature for 5 minutes. Water and ethyl acetate were added to the reaction solution, which was then partitioned, and the organic layer was washed with water 6 times. The solve... Starting materials: C(C)(=O)OC(C#N)CCC1=CC=C(C=C1)C(CCC=1N=C(OC1C)C1=CC=CC=C1)=O (2-acetoxy-4-[4-[3-(5-methyl-2-phenyl-4-oxazolyl)propionyl]phenyl]butyronitrile), Cl (HCl), O1CCOCC1 (dioxane), O (water). Product: OC(C(=O)O)CCC1=CC=C(C=C1)C(CCC=1N=C(OC1C)C1=CC=CC=C1)=O (2-hydroxy-4-[4-[3-(5-methyl-2-phenyl-4-oxazolyl) propionyl)phenyl]butyric acid). As a reaction SMILES: C([O:4][CH:5]([CH2:8][CH2:9][C:10]1[CH:15]=[CH:14][C:13]([C:16](=[O:31])[CH2:17][CH2:18][C:19]2[N:20]=[C:21]([C:25]3[CH:30]=[CH:29][CH:28]=[CH:27][CH:26]=3)[O:22][C:23]=2[CH3:24])=[CH:12][CH:11]=1)C#N)(=O)C.Cl.[O:33]1[CH2:38]COCC1.[OH2:39]>>[OH:4][CH:5]([CH2:8][CH2:9][C:10]1[CH:11]=[CH:12][C:13]([C:16](=[O:31])[CH2:17][CH2:18][C:19]2[N:20]=[C:21]([C:25]3[CH:30]=[CH:29][CH:28]=[CH:27][CH:26]=3)[O:22][C:23]=2[CH3:24])=[CH:14][CH:15]=1)[C:38]([OH:33])=[O:39]. Procedure details: A mixture of 2-acetoxy-4-[4-[3-(5-methyl-2-phenyl-4-oxazolyl)propionyl]phenyl]butyronitrile (1.72 g), 6 N HCl (20 ml) and dioxane (10 ml) was heated under refluxing conditions for 3 hours. The reaction mixture was poured over water and extracted with ethyl acetate. The ethyl acetate layer was washed with water, dried (MgSO4) and then concentrated under reduced pressure to yield 2-hydroxy-4-[4-[3-(5-methyl-2-phenyl-4-oxazolyl) propionyl)phenyl]butyric acid as a solid substance. The solid was diss...